From a dataset of the Open Reaction Database (ORD), a public repository of structured organic reaction records. describe an organic reaction: reactants, conditions, products, and yield The reactants are C(C)OC(CC1=CC=C(C=C1)F)(N1C=NC=C(C1=O)NC(=O)OCC1=CC=CC=C1)OCC (5-benzyloxycarbonylamino-2-(4-fluorophenyl)-6-oxo-1,6-dihydro-1-pyrimidinylacetaldehyde diethylacetal), C([O-])(O)=O.[Na+] (sodium bicarbonate). The solvent is O1CCCC1 (tetrahydrofuran), Cl (hydrochloric acid). Yields the product C(C1=CC=CC=C1)OC(=O)NC1=CN=CN(C1=O)C(CC1=CC=C(C=C1)F)=O (5-benzyloxycarbonylamino-2-(4-fluorophenyl)-6-oxo-1,6-dihydro-1-pyrimidinylacetaldehyde). RXN SMILES: C([O:3][C:4](OCC)([N:13]1[C:18](=[O:19])[C:17]([NH:20][C:21]([O:23][CH2:24][C:25]2[CH:30]=[CH:29][CH:28]=[CH:27][CH:26]=2)=[O:22])=[CH:16][N:15]=[CH:14]1)[CH2:5][C:6]1[CH:11]=[CH:10][C:9]([F:12])=[CH:8][CH:7]=1)C.C(=O)(O)[O-].[Na+]>O1CCCC1.Cl>[CH2:24]([O:23][C:21]([NH:20][C:17]1[C:18](=[O:19])[N:13]([C:4](=[O:3])[CH2:5][C:6]2[CH:11]=[CH:10][C:9]([F:12])=[CH:8][CH:7]=2)[CH:14]=[N:15][CH:16]=1)=[O:22])[C:25]1[CH:30]=[CH:29][CH:28]=[CH:27][CH:26]=1 |f:1.2|. Procedure: A solution of 5-benzyloxycarbonylamino-2-(4-fluorophenyl)-6-oxo-1,6-dihydro-1-pyrimidinylacetaldehyde diethylacetal in tetrahydrofuran (7 mL) and 1N hydrochloric acid (5 mL) was heated at 60° C. for 18 h. The solution was cooled and neutralized with saturated aqueous sodium bicarbonate solution (pH 6). The solution was extracted with ethyl acetate and the organic extracts were dried and evaporated to give 5-benzyloxycarbonylamino-2-(4-fluorophenyl)-6-oxo-1,6-dihydro-1-pyrimidinylacetaldehyde as ... Reactants: C([O-])([O-])=O.[Cs+].[Cs+] (Cesium carbonate), Cl.C1CCNCC12CCN(CC2)C(=O)OC(C)(C)C (tert-butyl 4,9-diazaspiro[5.5]undecane-9-carboxylate hydrochloride), BrCCC#C (4-bromobutyne). Reaction SMILES: C(=O)([O-])[O-].[Cs+].[Cs+].Cl.[CH2:8]1[C:13]2([CH2:18][CH2:17][N:16]([C:19]([O:21][C:22]([CH3:25])([CH3:24])[CH3:23])=[O:20])[CH2:15][CH2:14]2)[CH2:12][NH:11][CH2:10][CH2:9]1.Br[CH2:27][CH2:28][C:29]#[CH:30]>C(#N)C>[CH2:30]([N:11]1[CH2:12][C:13]2([CH2:14][CH2:15][N:16]([C:19]([O:21][C:22]([CH3:25])([CH3:24])[CH3:23])=[O:20])[CH2:17][CH2:18]2)[CH2:8][CH2:9][CH2:10]1)[CH2:29][C:28]#[CH:27] |f:0.1.2,3.4|. Procedure: Cesium carbonate (46.66 g, 143.21 mmol) is added to a suspension of tert-butyl 4,9-diazaspiro[5.5]undecane-9-carboxylate hydrochloride (16.66 g, 57.28 mmoles) in acetonitrile (167 mL). The mixture is stirred for 10 minutes at ambient temperature then 4-bromobutyne (6.45 mL, 68.74 mmol) is added. The reaction is heated to reflux and stirred for 18 hours. The mixture is cooled and concentrated under reduced pressure. The residue is partitioned between water (200 mL) and ethyl acetate (150 mL). The... Conditions: time 10 minute. The yield is 98.0%. Solvent: C(C)#N (acetonitrile). Yields the product C(CC#C)N1CCCC2(C1)CCN(CC2)C(=O)OC(C)(C)C (tert-butyl 4-but-3-ynyl-4,9-diazaspiro[5.5]undecane-9-carboxylate). Starting materials: O=C(CBr)c1cccc2ccccc12, CC#N, NN1C=NNC1. Product: [Br-], NN1C=N[NH+](CC(=O)c2cccc3ccccc23)C1. As a reaction SMILES: [Br:7][CH2:8][C:9](=[O:10])[c:11]1[cH:12][cH:13][cH:14][c:15]2[cH:16][cH:17][cH:18][cH:19][c:20]12.[CH3:21][C:22]#[N:23].[NH:1]1[N:2]=[CH:3][N:4]([NH2:6])[CH2:5]1>>[Br-:7].[NH+:1]1([CH2:8][C:9](=[O:10])[c:11]2[cH:12][cH:13][cH:14][c:15]3[cH:16][cH:17][cH:18][cH:19][c:20]23)[N:2]=[CH:3][N:4]([NH2:6])[CH2:5]1. The reactants are N=1NC(=NC1)S (2H-[1,2,4]triazole-3-thiol), BrCC(CC1=NN(C(=C1)C1=CC(=C(C=C1)Cl)Cl)C1=CC=C(C=C1)OC)C=1C=C(C=CC1)C (3-(3-bromo-2-m-tolyl-propyl)-5-(3,4-dichloro-phenyl)-1-(4-methoxy-phenyl)-1H-pyrazole), [H-].[Na+] (sodium hydride). Run in CN(C=O)C (N,N-dimethylformamide), CN(C=O)C (N,N-dimethylformamide), CN(C=O)C (N,N-dimethylformamide). Conditions: temperature 0 celsius, time 30 minute. The product is ClC=1C=C(C=CC1Cl)C1=CC(=NN1C1=CC=C(C=C1)OC)CC(CSC1=NC=NN1)C=1C=C(C=CC1)C (5-{3-[5-(3,4-Dichloro-phenyl)-1-(4-methoxy-phenyl)-1H-pyrazole-3-yl]-2-m-tolyl-propylsulfanyl}-1H-[1,2,4]-triazole). Isolated yield 78.7%. As a reaction SMILES: [H-].[Na+].[N:3]1[NH:4][C:5]([SH:8])=[N:6][CH:7]=1.Br[CH2:10][CH:11]([C:34]1[CH:35]=[C:36]([CH3:40])[CH:37]=[CH:38][CH:39]=1)[CH2:12][C:13]1[CH:17]=[C:16]([C:18]2[CH:23]=[CH:22][C:21]([Cl:24])=[C:20]([Cl:25])[CH:19]=2)[N:15]([C:26]2[CH:31]=[CH:30][C:29]([O:32][CH3:33])=[CH:28][CH:27]=2)[N:14]=1>CN(C)C=O>[Cl:25][C:20]1[CH:19]=[C:18]([C:16]2[N:15]([C:26]3[CH:27]=[CH:28][C:29]([O:32][CH3:33])=[CH:30][CH:31]=3)[N:14]=[C:13]([CH2:12][CH:11]([C:34]3[CH:35]=[C:36]([CH3:40])[CH:37]=[CH:38][CH:39]=3)[CH2:10][S:8][C:5]3[NH:4][N:3]=[CH:7][N:6]=3)[CH:17]=2)[CH:23]=[CH:22][C:21]=1[Cl:24] |f:0.1|. Reported procedure: To a suspension of sodium hydride (4.0 mg, 60% dispersion in oil) in N,N-dimethylformamide (1.0 mL) at 0° C. was added a solution of 2H-[1,2,4]triazole-3-thiol (10.0 mg, 0.1 mmol, 1.1 equiv) in N,N-dimethylformamide (1.0 mL). The mixture was stirred at 0° C. for 30 min then a solution of 3-(3-bromo-2-m-tolyl-propyl)-5-(3,4-dichloro-phenyl)-1-(4-methoxy-phenyl)-1H-pyrazole (48 mg, 0.09 mmol, 1.0 equiv) in N,N-dimethylformamide (1.0 mL) was added. The reaction mixture was brought to room temperatu... Starting materials: N1=CC(=CC=C1)C(CCC)=O (1-Pyridin-3-yl-butan-1-one), C1(=CC=CC=C1)NN (phenylhydrazine), Cl (HCl). Run in CCO (EtOH). Product: C(C)C1=C(NC2=CC=CC=C12)C=1C=NC=CC1 (3-ethyl-2-pyridin-3-yl-1H-indole). Reaction SMILES: [C:1]1([NH:7]N)[CH:6]=[CH:5][CH:4]=[CH:3][CH:2]=1.[N:9]1[CH:14]=[CH:13][CH:12]=[C:11]([C:15](=O)[CH2:16][CH2:17][CH3:18])[CH:10]=1.Cl>CCO>[CH2:17]([C:16]1[C:6]2[C:1](=[CH:2][CH:3]=[CH:4][CH:5]=2)[NH:7][C:15]=1[C:11]1[CH:10]=[N:9][CH:14]=[CH:13][CH:12]=1)[CH3:18]. Reported procedure: A flask is charged with phenylhydrazine (0.873 g, 6.46 mmol) and EtOH (14 mL). 1-Pyridin-3-yl-butan-1-one (0.914 g, 6.13 mmol) is added and the reaction is refluxed for 1 h. After cooling to room temperature, HCl (4M in 1,4-dioxane, 6.45 mL, 25.83 mmol) is added. The reaction mixture is refluxed for 4 h. After cooling to room temperature, the precipitate formed is filtered to afford 3-ethyl-2-pyridin-3-yl-1H-indole as a yellow solid. MS (ESI) m/z 223.0 (M+H)+.